Dataset: the Open Reaction Database (ORD), a public repository of structured organic reaction records. Task: describe an organic reaction: reactants, conditions, products, and yield Procedure details: To a solution of 1,1-dimethylethyl 4-[4,5-dihydro-4-(methoxycarbonyl)-2-oxazolyl]-1-piperidinecarboxylate (i.e. the product of Example 7, Step B) (2.89 g, 9.26 mmol) in 100 mL of dichloromethane at 0° C. was added 1.52 mL (10.18 mmol) of 1,8-diazabicyclo[5.4.0]undec-7-ene (DBU), and the reaction mixture was stirred for 10 minutes at 0° C. Bromotrichloromethane (1 mL, 10.18 mmol) was added dropwise over 7 minutes, and the reaction mixture was stirred for 6 h at 0° C. The mixture was washed with s... Product: COC(=O)C=1N=C(OC1)C1CCN(CC1)C(=O)OC(C)(C)C (1,1-dimethylethyl 4-[4-(methoxycarbonyl)-2-oxazolyl]-1-piperidinecarboxylate). As a reaction SMILES: [CH3:1][O:2][C:3]([CH:5]1[CH2:9][O:8][C:7]([CH:10]2[CH2:15][CH2:14][N:13]([C:16]([O:18][C:19]([CH3:22])([CH3:21])[CH3:20])=[O:17])[CH2:12][CH2:11]2)=[N:6]1)=[O:4].N12CCCN=C1CCCCC2.BrC(Cl)(Cl)Cl>ClCCl>[CH3:1][O:2][C:3]([C:5]1[N:6]=[C:7]([CH:10]2[CH2:15][CH2:14][N:13]([C:16]([O:18][C:19]([CH3:22])([CH3:21])[CH3:20])=[O:17])[CH2:12][CH2:11]2)[O:8][CH:9]=1)=[O:4]. Reaction conditions: temperature 0 celsius, time 10 minute. Solvent: ClCCl (dichloromethane). Starting materials: BrC(Cl)(Cl)Cl (Bromotrichloromethane), COC(=O)C1N=C(OC1)C1CCN(CC1)C(=O)OC(C)(C)C (1,1-dimethylethyl 4-[4,5-dihydro-4-(methoxycarbonyl)-2-oxazolyl]-1-piperidinecarboxylate), product, N12CCCCCC2=NCCC1 (1,8-diazabicyclo[5.4.0]undec-7-ene). Starting materials: C([O-])([O-])=O.[K+].[K+] (potassium carbonate), ClCCC1=C(C=CC(=C1)S(=O)(=O)[O-])C (2-(2-chloroethyl)-toluene-4-sulfonate), OC=1C(=NC=CC1)S(=O)(=O)N (3-hydroxy-pyrid-2-ylsulfonamide). Solvent: CC(=O)N(C)C (dimethylacetamide). Reaction conditions: temperature 80 celsius, time 1.5 hour. Product: ClCCOC=1C(=NC=CC1)S(=O)(=O)N (3-(2-chloroethoxy)-pyrid-2-ylsulfonamide). The yield is 61.0%. RXN SMILES: C(=O)([O-])[O-].[K+].[K+].[Cl:7][CH2:8][CH2:9]C1C=C(S([O-])(=O)=O)C=CC=1C.[OH:21][C:22]1[C:23]([S:28]([NH2:31])(=[O:30])=[O:29])=[N:24][CH:25]=[CH:26][CH:27]=1>CC(N(C)C)=O>[Cl:7][CH2:8][CH2:9][O:21][C:22]1[C:23]([S:28]([NH2:31])(=[O:30])=[O:29])=[N:24][CH:25]=[CH:26][CH:27]=1 |f:0.1.2|. Procedure details: First 17.9 g of potassium carbonate and then 28.14 g of 2-(2-chloroethyl)-toluene-4-sulfonate are added, with stirring, to a solution of 17.4 g of 3-hydroxy-pyrid-2-ylsulfonamide in 240 ml of dimethylacetamide. The reaction mixture is stirred for 1.5 hours at 80° C. and then cooled and filtered. The filtration residue is washed with acetonitrile. The filtrate and the washing liquid are adjusted to pH 5-6 with trifluoroacetic acid, filtered and concentrated using a rotary evaporator. For purifica...